Dataset: the Open Reaction Database (ORD), a public repository of structured organic reaction records. Task: describe an organic reaction: reactants, conditions, products, and yield Reaction SMILES: C[O:2][C:3](=[O:21])[C@H:4]([CH2:13][C:14]1[CH:19]=[CH:18][C:17]([OH:20])=[CH:16][CH:15]=1)[NH:5]C(OC(C)(C)C)=O.[CH2:22]([C:24]1[S:28][C:27]([C:29]2[CH:34]=[CH:33][C:32]([F:35])=[CH:31][CH:30]=2)=[N:26][C:25]=1[CH2:36][CH2:37]O)[CH3:23]>>[NH2:5][C@@H:4]([CH2:13][C:14]1[CH:15]=[CH:16][C:17]([O:20][CH2:37][CH2:36][C:25]2[N:26]=[C:27]([C:29]3[CH:30]=[CH:31][C:32]([F:35])=[CH:33][CH:34]=3)[S:28][C:24]=2[CH2:22][CH3:23])=[CH:18][CH:19]=1)[C:3]([OH:2])=[O:21]. Starting materials: intermediate 52, methyl ester, COC([C@@H](NC(=O)OC(C)(C)C)CC1=CC=C(C=C1)O)=O (N-(Boc)-L-Tyrosine methyl ester), C(C)C1=C(N=C(S1)C1=CC=C(C=C1)F)CCO (2-[5-ethyl-2-(4-fluorophenyl)-1,3-thiazol-4-yl]ethanol), protected intermediate, intermediate 56. Product: N[C@H](C(=O)O)CC1=CC=C(C=C1)OCCC=1N=C(SC1CC)C1=CC=C(C=C1)F ((2S)-2-amino-3-(4-{2-[5ethyl-2-(4-fluorophenyl)-1,3-thiazol-4-yl]ethoxy}phenyl)propanoic acid). Procedure: Intermediate 56 was prepared as described above for the preparation of intermediate 52. From 534 mg of N-(Boc)-L-Tyrosine methyl ester and 500 mg of Intermediate 11B was prepared 900 mg of BOC-protected intermediate methyl ester (94% yield; 1H NMR (CDCl3, 300 MHz) δ7.9 (dd, 2H, 8.7, 5.2), 7.13 (t, 2H, J=8.6), 7.04 (d, 2H, J=8.5), 6.85 (d, 2H, J=8.6), 4.97 (d, 1H, J=7.9), 4.55 (m, 1H), 4.32 (t, 2H, J=6.8), 3.73 (s, 3H), 3.21 (t, 2H, J=6.7), 3.10-3.02 (m, 2H), 2.89 (q, 2H, J=7.5), 1.44 (s, 9H), 1.... Isolated yield 94.0%. Starting materials: Cl (hydrochloric acid), COC(C1=CC(=NC(=C1)OC)Cl)=O (methyl-2-chloro-6-methoxyisonicotinate), C[Mg]Br (methyl magnesium bromide), C(C)OCC (diethyl ether), O (water). Run in C1=CC=CC=C1 (benzene). Conditions: temperature 10 celsius. The product is ClC1=NC(=CC(=C1)C(O)(C)C)OC (2-chloro-6-methoxy-α,α-dimethyl-4-pyridinemethanol). The yield is 91.4%. Reaction SMILES: COC(=O)[C:4]1[CH:9]=[C:8](OC)[N:7]=[C:6](Cl)[CH:5]=1.[CH3:14][Mg]Br.[CH2:17]([O:19][CH2:20][CH3:21])C.[ClH:22].[OH2:23]>C1C=CC=CC=1>[Cl:22][C:8]1[CH:9]=[C:4]([C:5]([CH3:6])([CH3:14])[OH:23])[CH:21]=[C:20]([O:19][CH3:17])[N:7]=1. Reported procedure: To a solution of 155.7 g (0.772 mole) of methyl-2-chloro-6-methoxyisonicotinate dissolved in 2.0 liter of benzene was added a solution of 563 ml of 3.0M methyl magnesium bromide in diethyl ether (1.69 moles) dropwise over one hour. The slurry was heated at reflux for 1.5 hours and cooled to 10° C. in an ice bath. To the cold slurry was added dropwise a solution of 300 ml of concentrated hydrochloric acid dissolved in 1200 ml of water. The mixture was allowed to warm to room temperature and the o... Reactants: C=CCOP(=O)(OCC=C)OCc1cc(C#N)ccc1C(=O)OCc1ccc(OC)cc1, COc1ccccc1, Cc1ccccc1, O=C(O)C(F)(F)F. Product: C=CCOP(=O)(OCC=C)OCc1cc(C#N)ccc1C(=O)O. RXN SMILES: [CH2:1]([CH:2]=[CH2:3])[O:4][P:5](=[O:6])([O:7][CH2:8][CH:9]=[CH2:10])[O:11][CH2:12][c:13]1[c:14]([C:15](=[O:16])[O:17][CH2:18][c:19]2[cH:20][cH:21][c:22]([O:23][CH3:24])[cH:25][cH:26]2)[cH:27][cH:28][c:29]([C:31]#[N:32])[cH:30]1.[CH3:33][O:34][c:35]1[cH:36][cH:37][cH:38][cH:39][cH:40]1.[CH3:48][c:49]1[cH:50][cH:51][cH:52][cH:53][cH:54]1.[OH:41][C:42]([C:43]([F:44])([F:45])[F:46])=[O:47]>>[CH2:1]([CH:2]=[CH2:3])[O:4][P:5](=[O:6])([O:7][CH2:8][CH:9]=[CH2:10])[O:11][CH2:12][c:13]1[c:14]([C:15](=[O:16])[OH:17])[cH:27][cH:28][c:29]([C:31]#[N:32])[cH:30]1.